This data is from the Open Reaction Database (ORD), a public repository of structured organic reaction records. The task is: describe an organic reaction: reactants, conditions, products, and yield The product is FC1=C(C=C(C(=C1)F)F)CCCO (3-(2,4,5-Trifluorophenyl)-propan-1-ol). Starting materials: FC1=C(C=C(C(=C1)F)F)C#CCO (3-(2,4,5-trifluorophenyl)prop-2-yn-1-ol). As a reaction SMILES: [F:1][C:2]1[CH:7]=[C:6]([F:8])[C:5]([F:9])=[CH:4][C:3]=1[C:10]#[C:11][CH2:12][OH:13]>C(OCC)C.[Pd]>[F:1][C:2]1[CH:7]=[C:6]([F:8])[C:5]([F:9])=[CH:4][C:3]=1[CH2:10][CH2:11][CH2:12][OH:13]. Solvent: C(C)OCC (diethyl ether). Reported procedure: A solution of 3-(2,4,5-trifluorophenyl)prop-2-yn-1-ol (90 mg, 0.48 mmol) in diethyl ether (10 ml) was hydrogenated over 10% palladium on carbon at room temperature for 15 hours. The mixture was filtered through celite and the filtrate on evaporation gave an oil, which was flash chromatographed on silica using 10% ethyl ether/hexane. Fractions with Rf of about 0.16 on evaporation gave the title alcohol as a colorless oil. Reagents/catalysts: [Pd] (palladium on carbon). Starting materials: C1(=CC=CC=C1)O (phenol), C([O-])([O-])=O.[K+].[K+] (potassium carbonate), [I-].[K+] (potassium iodide), O.NC1=CC(=NC2=CC(=C(C=C12)OC)OC)N1CCN(CC1)C1=NC(=NC=C1)Cl.NC1=CC(=NC2=CC(=C(C=C12)OC)OC)N1CCN(CC1)C1=NC(=NC=C1)Cl (4-Amino-2-[4-(2-chloropyrimidin-4-yl)piperazin-1-yl]-6,7-dimethoxyquinoline hemihydrate), C1(=CC=CC=C1)O (phenol), C([O-])([O-])=O.[K+].[K+] (potassium carbonate), [I-].[K+] (potassium iodide). The solvent is CC(CC(C)=O)C (4-methyl-2-pentanone), CO (methanol), C(Cl)Cl (methylene chloride). Product: Cl.Cl.NC1=CC(=NC2=CC(=C(C=C12)OC)OC)N1CCN(CC1)C1=NC(=NC=C1)OC1=CC=CC=C1 (4-amino-6,7-dimethoxy-2-[4-(2-phenoxypyrimidin-4-yl)piperazin-1-yl]quinoline dihydrochloride). The yield is 125.3%. Reaction SMILES: O.[NH2:2][C:3]1[C:12]2[C:7](=[CH:8][C:9]([O:15][CH3:16])=[C:10]([O:13][CH3:14])[CH:11]=2)[N:6]=[C:5]([N:17]2[CH2:22][CH2:21][N:20]([C:23]3[CH:28]=[CH:27][N:26]=[C:25]([Cl:29])[N:24]=3)[CH2:19][CH2:18]2)[CH:4]=1.NC1[C:40]2[C:35](=[CH:36][C:37](OC)=[C:38]([O:41]C)[CH:39]=2)N=C(N2CCN(C3C=CN=C([Cl:57])N=3)CC2)C=1.C1(O)C=CC=CC=1.C(=O)([O-])[O-].[K+].[K+].[I-].[K+]>CC(C)CC(=O)C.CO.C(Cl)Cl>[ClH:29].[ClH:57].[NH2:2][C:3]1[C:12]2[C:7](=[CH:8][C:9]([O:15][CH3:16])=[C:10]([O:13][CH3:14])[CH:11]=2)[N:6]=[C:5]([N:17]2[CH2:22][CH2:21][N:20]([C:23]3[CH:28]=[CH:27][N:26]=[C:25]([O:41][C:38]4[CH:39]=[CH:40][CH:35]=[CH:36][CH:37]=4)[N:24]=3)[CH2:19][CH2:18]2)[CH:4]=1 |f:0.1.2,4.5.6,7.8,12.13.14|. Procedure details: 4-Amino-2-[4-(2-chloropyrimidin-4-yl)piperazin-1-yl]-6,7-dimethoxyquinoline hemihydrate (0.32 g), phenol (0.15 g), anhydrous potassium carbonate (0.22 g) and potassium iodide (catalytic trace) in 4-methyl-2-pentanone (125 ml) were stirred under reflux for 18 hours. Further portions of phenol, anhydrous potassium carbonate and potassium iodide were then added thrice at 8 hour intervals, followed by a final 18 hours refluxing. After cooling, methylene chloride (50 ml) and methanol (20 ml) were add... Product: C(C)C(C(C1=CC(=C(C(=C1)OC)OC)OC)CC)N(C)C (α,β-diethyl-3,4,5-trimethoxy-N,N dimethylbenzeneethanamine). Isolated yield 91.3%. Reported procedure: A solution of 35.4 g (0.126 mole) of α,β-diethyl-3,4,5-trimethoxy-N-methylbenzeneethanamine, 25.6 g (0.316 mole) formalin, 15 g (0.316 mole) formic acid in 350 ml DMF was heated under reflux for five hours. The mixture was partitioned between water and methylene chloride. The organic layer was dried with MgSO and evaporated in vacuo. The residue was warmed at 0.75 Torr for one hour. There was obtained 34 g (91% yield) of α,β-diethyl-3,4,5-trimethoxy-N,N dimethylbenzeneethanamine as an oil 1H NMR... Starting materials: C(C)C(C(C1=CC(=C(C(=C1)OC)OC)OC)CC)NC (α,β-diethyl-3,4,5-trimethoxy-N-methylbenzeneethanamine), C=O (formalin), C(=O)O (formic acid). Solvent: CN(C)C=O (DMF). As a reaction SMILES: [CH2:1]([CH:3]([NH:19][CH3:20])[CH:4]([CH2:17][CH3:18])[C:5]1[CH:10]=[C:9]([O:11][CH3:12])[C:8]([O:13][CH3:14])=[C:7]([O:15][CH3:16])[CH:6]=1)[CH3:2].C=O.[CH:23](O)=O>CN(C=O)C>[CH2:1]([CH:3]([N:19]([CH3:23])[CH3:20])[CH:4]([CH2:17][CH3:18])[C:5]1[CH:6]=[C:7]([O:15][CH3:16])[C:8]([O:13][CH3:14])=[C:9]([O:11][CH3:12])[CH:10]=1)[CH3:2]. Yield: 65.1%. As a reaction SMILES: Br[CH2:2][CH2:3]Br.[S:5]([O-:8])([O-:7])=[O:6].[Na+:9].[Na+]>O>[CH2:2]([S:5]([O-:8])(=[O:7])=[O:6])[CH2:3][S:5]([O-:8])(=[O:7])=[O:6].[Na+:9].[Na+:9] |f:1.2.3,5.6.7|. Reactants: BrCCBr (1,2-dibromoethane), S(=O)([O-])[O-].[Na+].[Na+] (sodium sulfite). Yields the product C(CS(=O)(=O)[O-])S(=O)(=O)[O-].[Na+].[Na+] (Sodium ethane-1,2-disulfonate). Procedure: A mixture of 1,2-dibromoethane (37.6 g, 0.20 mol) and sodium sulfite (63.0 g, 0.5 mol) in water (225 mL) was heated at reflux temperature for 20 h. After the mixture was cooled in the refrigerator, crystals were collected. The crude product was repeatedly recrystallized from water-ethanol. The trace amount of inorganic salts was removed by treating the aqueous solution with a small amount of silver(I) oxide and barium hydroxide. The basic solution was neutralized with Amberlite-120 ion-exchange ... The solvent is O (water). Reactants: [N+](=O)([O-])C1=C(C=CC=C1)N1C(=CC=C1)C=CC1OCCO1 (1-(2-Nitro-phenyl)-2-(2-[1,3]dioxolan-2-yl-vinyl)-1H-pyrrole), Cl (HCl). Run in C(C)OCC (diethyl ether). The product is [N+](=O)([O-])C1=C(C=CC=C1)N1C(=CC=C1)C=CC=O (3-[1-(2-Nitro-phenyl)-1H-pyrrol-2-yl]-propenal). Yield: 90.7%. RXN SMILES: [N+:1]([C:4]1[CH:9]=[CH:8][CH:7]=[CH:6][C:5]=1[N:10]1[CH:14]=[CH:13][CH:12]=[C:11]1[CH:15]=[CH:16][CH:17]1OCC[O:18]1)([O-:3])=[O:2].Cl>C(OCC)C>[N+:1]([C:4]1[CH:9]=[CH:8][CH:7]=[CH:6][C:5]=1[N:10]1[CH:14]=[CH:13][CH:12]=[C:11]1[CH:15]=[CH:16][CH:17]=[O:18])([O-:3])=[O:2]. Procedure: A solution of 2.6 g (9.1 mmol) 3a in 50 ml diethyl ether was stirred with 10% aqueous HCl for 1 hour. The reaction mixture was washed with 5% NaHCO3, dried over NaHCO3. After evaporation of the solvent, 2 g (91%) of 4a was obtained. Reactants: C(C1=CC=CC=C1)OC(=O)C=1N=C(OC1)C(CC(=O)OC)CC1=CC=C(C=C1)O[Si](C(C)C)(C(C)C)C(C)C (methyl (±)-3-[4-(benzyloxycarbonyl)-1,3-oxazol-2-yl]-4-[4-(triisopropylsilyloxy)phenyl]butanoate), CCCC[N+](CCCC)(CCCC)CCCC.[F-] (TBAF). The solvent is [NH4+].[Cl-] (NH4Cl), C1CCOC1 (THF), C1CCOC1 (THF). Yields the product C(C1=CC=CC=C1)OC(=O)C=1N=C(OC1)C(CC(=O)OC)CC1=CC=C(C=C1)O (Methyl (±)-3-[4-(benzyloxycarbonyl)-1,3-oxazol-2-yl]-4-(4-hydroxyphenyl)butanoate). The yield is 87.6%. RXN SMILES: [CH2:1]([O:8][C:9]([C:11]1[N:12]=[C:13]([CH:16]([CH2:22][C:23]2[CH:28]=[CH:27][C:26]([O:29][Si](C(C)C)(C(C)C)C(C)C)=[CH:25][CH:24]=2)[CH2:17][C:18]([O:20][CH3:21])=[O:19])[O:14][CH:15]=1)=[O:10])[C:2]1[CH:7]=[CH:6][CH:5]=[CH:4][CH:3]=1.CCCC[N+](CCCC)(CCCC)CCCC.[F-]>C1COCC1.[NH4+].[Cl-]>[CH2:1]([O:8][C:9]([C:11]1[N:12]=[C:13]([CH:16]([CH2:22][C:23]2[CH:28]=[CH:27][C:26]([OH:29])=[CH:25][CH:24]=2)[CH2:17][C:18]([O:20][CH3:21])=[O:19])[O:14][CH:15]=1)=[O:10])[C:2]1[CH:3]=[CH:4][CH:5]=[CH:6][CH:7]=1 |f:1.2,4.5|. Procedure: To a solution of methyl (±)-3-[4-(benzyloxycarbonyl)-1,3-oxazol-2-yl]-4-[4-(triisopropylsilyloxy)phenyl]butanoate (2.23 g, 4.04 mmole) in dry THF (20 mL) at 0° C. was added a solution of TBAF in THF (1.0 M, 6.06 mL, 6.06 mmole). After 2 hr the mixture was diluted with saturated NH4Cl (10 mL) and extracted with CH2Cl2 (3×15 mL). The combined organic layers were dried over MgSO4, filtered, and concentrated. The residue was chromatographed on silica gel (40% EtOAc/hexanes) to give the title compoun... The reactants are ClC1=C(C=C(C=C1)S(=O)(=O)CC)[N+](=O)[O-] (ethyl 4-chloro-3-nitrophenyl sulphone), NC(=S)N (thiourea), O (water). The solvent is S1(=O)(=O)CCCC1 (sulpholane). Reaction conditions: temperature 120 celsius. The product is NC=1SC2=C(N1)C=C(C=C2)S(=O)(=O)CC (2-amino-5-ethanesulphonylbenzothiazole). The yield is 85.3%. Reaction SMILES: Cl[C:2]1[CH:7]=[CH:6][C:5]([S:8]([CH2:11][CH3:12])(=[O:10])=[O:9])=[CH:4][C:3]=1[N+:13]([O-])=O.[NH2:16][C:17](N)=[S:18].O>S1(CCCC1)(=O)=O>[NH2:16][C:17]1[S:18][C:2]2[CH:7]=[CH:6][C:5]([S:8]([CH2:11][CH3:12])(=[O:10])=[O:9])=[CH:4][C:3]=2[N:13]=1. Procedure details: A suspension of 12.8 g of ethyl 4-chloro-3-nitrophenyl sulphone and 15.2 g of thiourea in 50 ml of sulpholane is heated to 120° C. and this temperature is maintained for 1.5 hours. The mixture is discharged into 600 ml of water, and the solid is filtered off with suction and washed with water. 10.6 g of colourless 2-amino-5-ethanesulphonylbenzothiazole are obtained. The reactants are [OH-].[Na+] (sodium hydroxide), FC1=CC=C(CCN2CCC(CC2)N2CCC3=CC=C(C=C23)C#N)C=C1 (1-[1-(4-fluorophenethyl)piperidin-4-yl]-6-cyanoindoline), C(C)(=O)OCC (ethyl acetate). Solvent: ice water, S(O)(O)(=O)=O (sulfuric acid). Product: FC1=CC=C(CCN2CCC(CC2)N2CCC3=CC=C(C=C23)C(N)=O)C=C1 (1-[1-(4-fluorophenethyl)piperdin-4-yl]-6-carbamoylindoline). Isolated yield 77.0%. RXN SMILES: [F:1][C:2]1[CH:26]=[CH:25][C:5]([CH2:6][CH2:7][N:8]2[CH2:13][CH2:12][CH:11]([N:14]3[C:22]4[C:17](=[CH:18][CH:19]=[C:20]([C:23]#[N:24])[CH:21]=4)[CH2:16][CH2:15]3)[CH2:10][CH2:9]2)=[CH:4][CH:3]=1.[OH-].[Na+].C(OCC)(=[O:31])C>S(=O)(=O)(O)O>[F:1][C:2]1[CH:26]=[CH:25][C:5]([CH2:6][CH2:7][N:8]2[CH2:9][CH2:10][CH:11]([N:14]3[C:22]4[C:17](=[CH:18][CH:19]=[C:20]([C:23](=[O:31])[NH2:24])[CH:21]=4)[CH2:16][CH2:15]3)[CH2:12][CH2:13]2)=[CH:4][CH:3]=1 |f:1.2|. Procedure details: A solution of 1-[1-(4-fluorophenethyl)piperidin-4-yl]-6-cyanoindoline (1.0 g) in conc. sulfuric acid (1 l) was heated at 50° C. for 2 hr. After diluting with ice water, the reaction solution was basified with a conc. aqueous solution of sodium hydroxide. Then ethyl acetate was added thereto and the layers were separated. The organic layer was washed with brine, dried over anhydrous magnesium sulfate and concentrated under reduced pressure to give the title compound (0.81 g) as a white powder (yi...